This data is from the Open Reaction Database (ORD), a public repository of structured organic reaction records. The task is: describe an organic reaction: reactants, conditions, products, and yield Starting materials: CC(=O)O[BH-](OC(C)=O)OC(C)=O, CCS(=O)(=O)c1ccc2c(c1)CCNCC2, Cn1c(SCCCC=O)nnc1-c1ccc2ncccc2c1, ClCCl, [Na+]. Yields the product CCS(=O)(=O)c1ccc2c(c1)CCN(CCCCSc1nnc(-c3ccc4ncccc4c3)n1C)CC2. As a reaction SMILES: [C:39]([O:40][BH-:41]([O:42][C:43](=[O:44])[CH3:45])[O:46][C:47](=[O:48])[CH3:49])(=[O:50])[CH3:51].[CH2:23]([CH3:24])[S:25](=[O:26])(=[O:27])[c:28]1[cH:29][c:30]2[c:31]([cH:37][cH:38]1)[CH2:32][CH2:33][NH:34][CH2:35][CH2:36]2.[CH3:1][n:2]1[c:3]([S:17][CH2:18][CH2:19][CH2:20][CH:21]=[O:22])[n:4][n:5][c:6]1-[c:7]1[cH:8][c:9]2[cH:10][cH:11][cH:12][n:13][c:14]2[cH:15][cH:16]1.[Cl:53][CH2:54][Cl:55].[Na+:52]>>[CH3:1][n:2]1[c:3]([S:17][CH2:18][CH2:19][CH2:20][CH2:21][N:34]2[CH2:33][CH2:32][c:31]3[c:30]([cH:29][c:28]([S:25]([CH2:23][CH3:24])(=[O:26])=[O:27])[cH:38][cH:37]3)[CH2:36][CH2:35]2)[n:4][n:5][c:6]1-[c:7]1[cH:8][c:9]2[cH:10][cH:11][cH:12][n:13][c:14]2[cH:15][cH:16]1. The reactants are CCCCc1nc2cccnc2n1-c1cccc2cc([Sn](CCCC)(CCCC)CCCC)ccc12, COC(=O)c1ccccc1I, CN(C)C=O, O. Product: CCCCc1nc2cccnc2n1-c1cccc2cc(-c3ccccc3C(=O)OC)ccc12. Reaction SMILES: [CH2:1]([CH2:2][CH2:3][CH3:4])[c:5]1[n:6][c:7]2[c:8]([n:9][cH:10][cH:11][cH:12]2)[n:13]1-[c:14]1[cH:15][cH:16][cH:17][c:18]2[cH:19][c:20]([Sn:24]([CH2:25][CH2:26][CH2:27][CH3:28])([CH2:29][CH2:30][CH2:31][CH3:32])[CH2:33][CH2:34][CH2:35][CH3:36])[cH:21][cH:22][c:23]12.[I:37][c:38]1[c:39]([C:40](=[O:41])[O:42][CH3:43])[cH:44][cH:45][cH:46][cH:47]1.[O:49]=[CH:50][N:51]([CH3:52])[CH3:53].[OH2:48]>>[CH2:1]([CH2:2][CH2:3][CH3:4])[c:5]1[n:6][c:7]2[c:8]([n:9][cH:10][cH:11][cH:12]2)[n:13]1-[c:14]1[cH:15][cH:16][cH:17][c:18]2[cH:19][c:20](-[c:38]3[c:39]([C:40](=[O:41])[O:42][CH3:43])[cH:44][cH:45][cH:46][cH:47]3)[cH:21][cH:22][c:23]12. Reactants: [Br-], CC[Mg+], C1CCOC1, O=C1CC(OC2CCCCO2)CO1. Product: OCC(CC1(O)CC1)OC1CCCCO1. Reaction SMILES: [Br-:14].[CH2:15]([CH3:16])[Mg+:17].[CH2:18]1[O:19][CH2:20][CH2:21][CH2:22]1.[O:1]1[CH:2]([O:7][CH:8]2[CH2:9][C:10](=[O:13])[O:11][CH2:12]2)[CH2:3][CH2:4][CH2:5][CH2:6]1>>[O:1]1[CH:2]([O:7][CH:8]([CH2:9][C:10]2([OH:13])[CH2:15][CH2:16]2)[CH2:12][OH:11])[CH2:3][CH2:4][CH2:5][CH2:6]1. Reactants: CN(C)Cc1cccc(OCCCNc2nc(NC(=O)O)nn2C)c1, C1CCOC1. Yields the product CNc1nc(NCCCOc2cccc(CN(C)C)c2)n(C)n1. As a reaction SMILES: [CH3:1][N:2]([CH3:3])[CH2:4][c:5]1[cH:6][c:7]([O:8][CH2:9][CH2:10][CH2:11][NH:12][c:13]2[n:14][c:15]([NH:19][C:20]([OH:21])=[O:22])[n:16][n:17]2[CH3:18])[cH:23][cH:24][cH:25]1.[O:26]1[CH2:27][CH2:28][CH2:29][CH2:30]1>>[CH3:1][N:2]([CH3:3])[CH2:4][c:5]1[cH:6][c:7]([O:8][CH2:9][CH2:10][CH2:11][NH:12][c:13]2[n:14][c:15]([NH:19][CH3:20])[n:16][n:17]2[CH3:18])[cH:23][cH:24][cH:25]1. The reactants are C(#N)C1=CC=C(CNC(=O)C=2N(C(=C(N2)C=2C=C3C=C(NC3=CC2)C2=NC(=NO2)C)C)COCC[Si](C)(C)C)C=C1 (5-Methyl-4-[2-(3-methyl-1,2,4-oxadiazol-5-yl)-1H-indol-5-yl]-1-(2-trimethylsilanyl-ethoxymethyl)-1H-imidazole-2-carboxylic acid 4-cyano-benzylamide), Cl (HCl). Solvent: O1CCOCC1 (dioxane). Run at temperature 100 celsius. Product: C(#N)C1=CC=C(CNC(=O)C=2NC(=C(N2)C=2C=C3C=C(NC3=CC2)C2=NC(=NO2)C)C)C=C1 (5-Methyl-4-[2-(3-methyl-1,2,4-oxadiazol-5-yl)-1H-indol-5-yl]-1H-imidazole-2-carboxylic acid 4-cyano-benzylamide). Yield: 21.1%. RXN SMILES: [C:1]([C:3]1[CH:41]=[CH:40][C:6]([CH2:7][NH:8][C:9]([C:11]2[N:12](COCC[Si](C)(C)C)[C:13]([CH3:31])=[C:14]([C:16]3[CH:17]=[C:18]4[C:22](=[CH:23][CH:24]=3)[NH:21][C:20]([C:25]3[O:29][N:28]=[C:27]([CH3:30])[N:26]=3)=[CH:19]4)[N:15]=2)=[O:10])=[CH:5][CH:4]=1)#[N:2].Cl>O1CCOCC1>[C:1]([C:3]1[CH:4]=[CH:5][C:6]([CH2:7][NH:8][C:9]([C:11]2[NH:12][C:13]([CH3:31])=[C:14]([C:16]3[CH:17]=[C:18]4[C:22](=[CH:23][CH:24]=3)[NH:21][C:20]([C:25]3[O:29][N:28]=[C:27]([CH3:30])[N:26]=3)=[CH:19]4)[N:15]=2)=[O:10])=[CH:40][CH:41]=1)#[N:2]. Procedure details: To 5-Methyl-4-[2-(3-methyl-1,2,4-oxadiazol-5-yl)-1H-indol-5-yl]-1-(2-trimethylsilanyl-ethoxymethyl)-1H-imidazole-2-carboxylic acid 4-cyano-benzylamide (75 mg, 0.13 mmol) in of dioxane (2.5 ml) is added aqueous HCl (3M, 2.5 ml) and is the mixture is heated at 100° C. for 4 hours. The solvent is evaporated and the residue is purified on silica with ethyl acetate/hexane as the eluent to give product 12 mg, 21%, LC/MS ESI m/z (M+H)+=438.4. The reactants are [OH-].[K+] (potassium hydroxide), C(CCCCCCCCCCC)N1N=C(N=N1)C(=O)OCC (2-dodecyl-2H-tetrazole-5-carboxylic acid, ethyl ester). Solvent: C(C)O (ethanol). Conditions: time 28 hour. Product: C(CCCCCCCCCCC)N1N=C(N=N1)C(=O)O (2-Dodecyl-2H-tetrazole-5-carboxylic acid). As a reaction SMILES: [OH-].[K+].[CH2:3]([N:15]1[N:19]=[N:18][C:17]([C:20]([O:22]CC)=[O:21])=[N:16]1)[CH2:4][CH2:5][CH2:6][CH2:7][CH2:8][CH2:9][CH2:10][CH2:11][CH2:12][CH2:13][CH3:14]>C(O)C>[CH2:3]([N:15]1[N:19]=[N:18][C:17]([C:20]([OH:22])=[O:21])=[N:16]1)[CH2:4][CH2:5][CH2:6][CH2:7][CH2:8][CH2:9][CH2:10][CH2:11][CH2:12][CH2:13][CH3:14] |f:0.1|. Reported procedure: To a room temperature, stirred solution of potassium hydroxide (1.97 g, 0.035 mol) in absolute ethanol (280 mL) was added in one portion 2-dodecyl-2H-tetrazole-5-carboxylic acid, ethyl ester (8.7 g, 0.028 mol), and the mixture was stirred for 28 hours. A white precipitate formed. The solids were filtered off, washed with ethanol, and partitioned between ethyl acetate and 10% hydrochloric acid. The organic layer was washed with saturated sodium chloride, dried (MgSO4), and rotoevaporated to a whi... The reactants are Cl (hydrochloric acid), N1C(=NC=C1)NC(=O)C=1C=NC2=C(C=CC=C2C1O)C(F)(F)F (N-(1H-imidazol-2-yl)-4-hydroxy-8-trifluoromethyl-quinoline-3-carboxamide). Run in O (water). Yields the product dihydrate, Cl.N1C(=NC=C1)NC(=O)C=1C=NC2=C(C=CC=C2C1O)C(F)(F)F (N-(1H-imidazol-2-yl)-4-hydroxy-8-trifluoromethyl-quinoline-3-carboxamide hydrochloride). RXN SMILES: [ClH:1].[NH:2]1[CH:6]=[CH:5][N:4]=[C:3]1[NH:7][C:8]([C:10]1[CH:11]=[N:12][C:13]2[C:18]([C:19]=1[OH:20])=[CH:17][CH:16]=[CH:15][C:14]=2[C:21]([F:24])([F:23])[F:22])=[O:9]>O>[ClH:1].[NH:2]1[CH:6]=[CH:5][N:4]=[C:3]1[NH:7][C:8]([C:10]1[CH:11]=[N:12][C:13]2[C:18]([C:19]=1[OH:20])=[CH:17][CH:16]=[CH:15][C:14]=2[C:21]([F:24])([F:22])[F:23])=[O:9] |f:3.4|. Procedure: 10 ml of N hydrochloric acid were added to a suspension of 3.2 g of the product of Step A in 250 ml of water and the mixture was heated to 40°-50° C and filtered to remove insolubles. The aqueous filtrate was concentrated to 30 ml and was vacuum filtered. The recovered precipitate was washed with water and dried to obtain the dihydrate of N-(1H-imidazol-2-yl)-4-hydroxy-8-trifluoromethyl-quinoline-3-carboxamide hydrochloride.